Dataset: the Open Reaction Database (ORD), a public repository of structured organic reaction records. Task: describe an organic reaction: reactants, conditions, products, and yield Starting materials: O=C1N(CCC1)CC(=O)O (2-oxo-1-pyrrolidineacetic acid), ClC1=C(C=C(C(=C1)Cl)Cl)O (2,4,5-trichlorophenol), C1(CCCCC1)N=C=NC1CCCCC1 (dicyclohexylcarbodiimide). Run in C(Cl)Cl (methylene chloride). Reaction conditions: temperature 20 celsius, time 3 hour. The product is O=C1N(CCC1)CC(=O)OC1=C(C=C(C(=C1)Cl)Cl)Cl (2,4,5-trichlorophenyl 2-oxo-1-pyrrolidineacetate). As a reaction SMILES: [O:1]=[C:2]1[CH2:6][CH2:5][CH2:4][N:3]1[CH2:7][C:8]([OH:10])=[O:9].[Cl:11][C:12]1[CH:17]=[C:16]([Cl:18])[C:15]([Cl:19])=[CH:14][C:13]=1O.C1(N=C=NC2CCCCC2)CCCCC1>C(Cl)Cl>[O:1]=[C:2]1[CH2:6][CH2:5][CH2:4][N:3]1[CH2:7][C:8]([O:10][C:13]1[CH:14]=[C:15]([Cl:19])[C:16]([Cl:18])=[CH:17][C:12]=1[Cl:11])=[O:9]. Procedure details: 84.8 g of 2-oxo-1-pyrrolidineacetic acid and 128.5 g of 2,4,5-trichlorophenol are dissolved in 1,500 ml of methylene chloride, 138.75 g of dicyclohexylcarbodiimide are slowly added at 0° C. and the mixture is stirred at 20° C. for three hours. The urea which has precipitated is then filtered off, the solvent is evaporated off and the residue is recrystallised from ethyl acetate.